The task is: describe an organic reaction: reactants, conditions, products, and yield. This data is from the Open Reaction Database (ORD), a public repository of structured organic reaction records. Starting materials: [OH-].[Na+] (sodium hydroxide), CC1(C(C2=C(C(=C(C=C2C1)O)Cl)Cl)=O)C(C)C (2-methyl-2-isopropyl-5-hydroxy-6,7-dichloro-1-indanone), C([O-])([O-])=O.[K+].[K+] (potassium carbonate), BrCC(=O)OCC (ethyl bromoacetate). Run in O (water), CN(C)C=O (DMF), O (water). Conditions: temperature 55 celsius. Yields the product O=C1C(CC2=CC(=C(C(=C12)Cl)Cl)OCC(=O)O)(C(C)C)C ((1-Oxo-2-methyl-2isopropyl-6,7-dichloro-5-indanyloxy)acetic Acid). As a reaction SMILES: [CH3:1][C:2]1([CH:15]([CH3:17])[CH3:16])[CH2:10][C:9]2[C:4](=[C:5]([Cl:13])[C:6]([Cl:12])=[C:7]([OH:11])[CH:8]=2)[C:3]1=[O:14].C(=O)([O-])[O-].[K+].[K+].Br[CH2:25][C:26]([O:28]CC)=[O:27].[OH-].[Na+]>CN(C=O)C.O>[O:14]=[C:3]1[C:4]2[C:9](=[CH:8][C:7]([O:11][CH2:25][C:26]([OH:28])=[O:27])=[C:6]([Cl:12])[C:5]=2[Cl:13])[CH2:10][C:2]1([CH3:1])[CH:15]([CH3:17])[CH3:16] |f:1.2.3,5.6|. Procedure details: A stirred mixture of 2-methyl-2-isopropyl-5-hydroxy-6,7-dichloro-1-indanone (6.2 g., 0.023 mole), potassium carbonate (7.3 g.), ethyl bromoacetate (8.5 g.) in DMF (70 ml.) is warmed in an inert atmosphere at 55° C. for one hour, then treated with water (60 ml.) and 10N sodium hydroxide (10 ml.) and heated on a steam bath for 1.5 hours. The reaction mixture is poured into water, acidified, extracted with ether, washed with water and dried over magnesium sulfate. Following evaporation of the ether... Reactants: BrN1C(CCC1=O)=O (NBS), C1(C=CC=C2C3=CC=CC=C3C=C12)=O (Fluorenone), BrN1C(CCC1=O)=O (N-bromosuccinimide), BrN1C(CCC1=O)=O (NBS), ice water. The solvent is CS(=O)(=O)O (methanesulfonic acid). Yields the product BrC=1C(C2=CC3=CC=CC=C3C2=CC1)=O (2-Bromofluorenone). Reaction SMILES: [C:1]1(=[O:14])[C:13]2[C:5]([C:6]3[C:11]([CH:12]=2)=[CH:10][CH:9]=[CH:8][CH:7]=3)=[CH:4][CH:3]=[CH:2]1.[Br:15]N1C(=O)CCC1=O>CS(O)(=O)=O>[Br:15][C:2]1[C:1](=[O:14])[C:13]2[C:5](=[CH:4][CH:3]=1)[C:6]1[C:11](=[CH:10][CH:9]=[CH:8][CH:7]=1)[CH:12]=2. Procedure details: Fluorenone (41 grams (g); 0.228 mol) was dissolved in 225 milliliters (ml) of methanesulfonic acid and treated portion wise at room temperature with solid N-bromosuccinimide (NBS) (38.55 g; 0.217 mol). The mixture became dark and warm, and the temperature was maintained below 60° C. by controlling the rate of NBS addition. Upon completion of the NBS addition, the mixture was allowed to cool to room temperature and was poured into 1 liter of ice water. The yellow solid that separated was collecte... Starting materials: COC(=O)c1c(-c2cc(OC)c(OC)c(OC)c2)c2ccccc2c(=O)n1N(CCO)C(=O)OC(C)(C)C, Cl, C1COCCO1. Yields the product COC(=O)c1c(-c2cc(OC)c(OC)c(OC)c2)c2ccccc2c(=O)n1NCCO. As a reaction SMILES: [C:1]([O:2][C:3](=[O:4])[N:8]([CH2:9][CH2:10][OH:11])[n:12]1[c:13](=[O:38])[c:14]2[cH:15][cH:16][cH:17][cH:18][c:19]2[c:20](-[c:26]2[cH:27][c:28]([O:36][CH3:37])[c:29]([O:34][CH3:35])[c:30]([O:32][CH3:33])[cH:31]2)[c:21]1[C:22](=[O:23])[O:24][CH3:25])([CH3:5])([CH3:6])[CH3:7].[ClH:39].[O:40]1[CH2:41][CH2:42][O:43][CH2:44][CH2:45]1>>[NH:8]([CH2:9][CH2:10][OH:11])[n:12]1[c:13](=[O:38])[c:14]2[cH:15][cH:16][cH:17][cH:18][c:19]2[c:20](-[c:26]2[cH:27][c:28]([O:36][CH3:37])[c:29]([O:34][CH3:35])[c:30]([O:32][CH3:33])[cH:31]2)[c:21]1[C:22](=[O:23])[O:24][CH3:25]. The reactants are C1(=CC=CC=C1)CCC=O (3-phenylpropionaldehyde), OS(=O)[O-].[Na+] (NaHSO3), [C-]#N.[Na+] (NaCN), OC(C#N)CC(C)C (2-Hydroxy-4-methylpentanenitrile), C1(=CC=CC=C1)CCC=O (3-phenylpropionaldehyde). Solvent: O (H2O). Yields the product OC(C#N)CCC1=CC=CC=C1 (2-Hydroxy-4-phenylbutanenitrile). As a reaction SMILES: [C:1]1([CH2:7][CH2:8][CH:9]=[O:10])[CH:6]=[CH:5][CH:4]=[CH:3][CH:2]=1.OC(CC(C)C)[C:13]#[N:14].OS([O-])=O.[Na+].[C-]#N.[Na+]>O>[OH:10][CH:9]([CH2:8][CH2:7][C:1]1[CH:6]=[CH:5][CH:4]=[CH:3][CH:2]=1)[C:13]#[N:14] |f:2.3,4.5|. Reported procedure: 2-Hydroxy-4-phenylbutanenitrile is prepared from 3-phenylpropionaldehyde according to the protocol described for 2-Hydroxy-4-methylpentanenitrile; (11.14 g, 83.2 mmol) 3-phenylpropionaldehyde, NaHSO3 (17.7 ml of solution at 37%, 83 mmol), (4.08 g, 83.2 mmol) of NaCN in H2O (18 ml). The product, a yellow oil, is used with no other purification (12.4 g, 93%); 1H NMR (100 MHz, CDCl3) δ: 2.02-2.25 (m, 2H), 2.76-2.91 (m, 2H), 3.98 (s, 1H), 4.39 (t, J=8 Hz, 1H), 7.26 (d, J=3 Hz, 5H); 13C NMR (25 MHz, ... The reactants are ClC(=O)OC(C)C (isopropyl chloroformate), C1(=CC=CC=C1)C (toluene), C(C)(=O)N1[C@H](C[C@H](C2=CC(=CC=C12)Br)N)C ((cis)-1-acetyl-6-bromo-2-methyl-1,2,3,4-tetrahydro-4-quinolinamine), Intermediate 4, CCN(C(C)C)C(C)C (DIPEA). As a reaction SMILES: [C:1]([N:4]1[C:13]2[C:8](=[CH:9][C:10]([Br:14])=[CH:11][CH:12]=2)[C@H:7]([NH2:15])[CH2:6][C@@H:5]1[CH3:16])(=[O:3])[CH3:2].CCN(C(C)C)C(C)C.Cl[C:27]([O:29][CH:30]([CH3:32])[CH3:31])=[O:28].C1(C)C=CC=CC=1>ClCCl>[CH3:31][CH:30]([O:29][C:27](=[O:28])[NH:15][C@H:7]1[C:8]2[C:13](=[CH:12][CH:11]=[C:10]([Br:14])[CH:9]=2)[N:4]([C:1](=[O:3])[CH3:2])[C@@H:5]([CH3:16])[CH2:6]1)[CH3:32]. Conditions: time 2 hour. The product is CC(C)OC(N[C@@H]1C[C@@H](N(C2=CC=C(C=C12)Br)C(C)=O)C)=O (1-methylethyl[(cis)-1-acetyl-6-bromo-2-methyl-1,2,3,4-tetrahydro-4-quinolinyl]carbamate). Procedure: (cis)-1-acetyl-6-bromo-2-methyl-1,2,3,4-tetrahydro-4-quinolinamine (for a preparation see Intermediate 4) (3.165 g, 9.90 mmol) and DIPEA (5.19 ml, 29.7 mmol) were stirred in dichloromethane (DCM) (66.0 ml) under nitrogen. 1M isopropyl chloroformate in toluene (14.85 ml, 14.85 mmol) was added, the mixture stirred for 2 hours, evaporated to dryness, partitioned between ethyl acetate (200 ml) water (70 ml) and the aqueous layer run off. The organic layer was washed (water (50 ml), brine (20 ml)), d... Run in ClCCl (dichloromethane). Reactants: mixture, fluorinated ester, C(F)(C(F)(F)F)(C(F)(F)F)OC(=O)C(F)(C(F)(F)F)OC(F)(F)C(F)(C(F)(F)F)OC(F)(F)C(F)(F)C(F)(F)F ((CF3)2CFOCOCF(CF3)OCF2CF(CF3)OCF2CF2CF3), C(C(F)(F)F)(C(F)(F)F)OC(=O)C(F)(C(F)(F)F)OC(F)(F)C(F)(C(F)(F)F)OC(F)(F)C(F)(F)C(F)(F)F ((CF3)2CHOCOCF(CF3)OCF2CF(CF3)OCF2CF2CF3), [F-].[Na+] (NaF), [F-].[K+] (KF). Yields the product FC(=O)C(F)(C(F)(F)F)OC(F)(F)C(F)(C(F)(F)F)OC(F)(F)C(F)(F)C(F)(F)F (FCOCF(CF3)OCF2CF(CF3)OCF2CF2CF3). RXN SMILES: C(OC(C(O[C:21]([C:24]([O:30][C:31]([C:34]([C:37]([F:40])([F:39])[F:38])([F:36])[F:35])([F:33])[F:32])([C:26]([F:29])([F:28])[F:27])[F:25])([F:23])[F:22])(C(F)(F)F)F)=O)(C(F)(F)F)(C(F)(F)F)F.C(OC(C([O:59][C:60]([C:63]([O:69]C(C(C(F)(F)F)(F)F)(F)F)([C:65]([F:68])([F:67])[F:66])[F:64])([F:62])F)(C(F)(F)F)F)=O)(C(F)(F)F)C(F)(F)F.[F-].[Na+].[F-].[K+]>>[F:62][C:60]([C:63]([O:69][C:21]([C:24]([O:30][C:31]([C:34]([C:37]([F:38])([F:39])[F:40])([F:35])[F:36])([F:32])[F:33])([C:26]([F:29])([F:28])[F:27])[F:25])([F:23])[F:22])([C:65]([F:68])([F:67])[F:66])[F:64])=[O:59] |f:2.3,4.5|. Reported procedure: A reaction was carried out in the same manner as in Example 1-3, except that the mixture (2.1 g) was changed to a mixture of (CF3)2CFOCOCF(CF3)OCF2CF(CF3)OCF2CF2CF3 and (CF3)2CHOCOCF(CF3)OCF2CF(CF3)OCF2CF2CF3 in a ratio of 8:2 (mass ratio) (hereinafter this mixture will be referred to as the fluorinated ester mixture, 10.0 g), and the NaF powder (0.02 g) was changed to KF powder (0.03 g). After cooling, a liquid sample (7.9 g) and a gas sample (1.9 g) were recovered. They were respectively analy... Reactants: [Al+3], [Cl-], [Cl-], [Cl-], COc1cc(C)ccc1Cl, CCOC(=O)C(=O)Cl, ClCCl. Product: CCOC(=O)C(=O)c1cc(Cl)c(OC)cc1C. As a reaction SMILES: [Al+3:12].[Cl-:10].[Cl-:11].[Cl-:9].[Cl:13][c:14]1[c:15]([O:21][CH3:22])[cH:16][c:17]([CH3:20])[cH:18][cH:19]1.[Cl:1][C:2]([C:3](=[O:4])[O:5][CH2:6][CH3:7])=[O:8].[Cl:23][CH2:24][Cl:25]>>[C:2]([C:3](=[O:4])[O:5][CH2:6][CH3:7])(=[O:8])[c:18]1[c:17]([CH3:20])[cH:16][c:15]([O:21][CH3:22])[c:14]([Cl:13])[cH:19]1.